The task is: describe an organic reaction: reactants, conditions, products, and yield. This data is from the Open Reaction Database (ORD), a public repository of structured organic reaction records. Reactants: C(C)OP(=O)(OCC)CC1=CC=NC=C1 (4-(diethylphosphonomethyl)pyridine), ClC1=CC(=CC=C1)C(=O)OO (m-chloroperbenzoic acid). RXN SMILES: [CH2:1]([O:3][P:4]([CH2:9][C:10]1[CH:15]=[CH:14][N:13]=[CH:12][CH:11]=1)([O:6][CH2:7][CH3:8])=[O:5])[CH3:2].ClC1C=CC=C(C(OO)=[O:24])C=1>C(Cl)(Cl)Cl>[CH2:1]([O:3][P:4]([CH2:9][C:10]1[CH:11]=[CH:12][N+:13]([O-:24])=[CH:14][CH:15]=1)([O:6][CH2:7][CH3:8])=[O:5])[CH3:2]. The product is C(C)OP(=O)(OCC)CC1=CC=[N+](C=C1)[O-] (4-(diethylphosphonomethyl)pyridine-N-oxide). The solvent is C(Cl)(Cl)Cl (chloroform). Procedure: The starting material is prepared as follows: A mixture of 2.2 g of 4-(diethylphosphonomethyl)pyridine [Roczniki Chem. 38, (4), 625 (1964); Chem. Abst. 61, 10703], 2.2 g of m-chloroperbenzoic acid and 30 ml of chloroform is stirred at room temperature for 16 hours. The solvent is removed in vacuo and water is added. After washing the aqueous layer with ether, the water is removed in vacuo to afford 4-(diethylphosphonomethyl)pyridine-N-oxide. Run at time 16 hour. Starting materials: C(CCC)C=1N(C2=C(C=[N+](C=3C=CC(=CC23)OCC2=CC=C(C=C2)OC(F)(F)F)[O-])N1)C (2-butyl-1-methyl-8-{[4-(trifluoromethoxy)benzyl]oxy}-5-oxido-1H-imidazo[4,5-c]quinolin e), C(CCC)C=1N(C2=C(C=[N+](C=3C=CC(=CC23)OCCCCCCOCCCCC2=CC=CC=C2)[O-])N1)C (2-butyl-1-methyl-5-oxido-8-{[6-(4-phenylbutoxy)hexyl]oxy}-1H-imidazo[4,5-c]quinoline). Yields the product C(CCC)C=1N(C2=C(C(=NC=3C=CC(=CC23)OCC2=CC=C(C=C2)OC(F)(F)F)N)N1)C (2-butyl-1-methyl-8-{[4-(trifluoromethoxy)benzyl]oxy}-1H-imidazo[4,5-c]quinolin-4-amine). As a reaction SMILES: [CH2:1]([C:5]1[N:6]([CH3:32])[C:7]2[C:16]3[CH:15]=[C:14]([O:17][CH2:18][C:19]4[CH:24]=[CH:23][C:22]([O:25][C:26]([F:29])([F:28])[F:27])=[CH:21][CH:20]=4)[CH:13]=[CH:12][C:11]=3[N+:10]([O-])=[CH:9][C:8]=2[N:31]=1)[CH2:2][CH2:3][CH3:4].C(C1[N:38](C)C2C3C=C(OCCCCCCOCCCCC4C=CC=CC=4)C=CC=3[N+]([O-])=CC=2N=1)CCC>>[CH2:1]([C:5]1[N:6]([CH3:32])[C:7]2[C:16]3[CH:15]=[C:14]([O:17][CH2:18][C:19]4[CH:24]=[CH:23][C:22]([O:25][C:26]([F:29])([F:28])[F:27])=[CH:21][CH:20]=4)[CH:13]=[CH:12][C:11]=3[N:10]=[C:9]([NH2:38])[C:8]=2[N:31]=1)[CH2:2][CH2:3][CH3:4]. Procedure: The general method described in Example 61 was followed using 2-butyl-1-methyl-8-{[4-(trifluoromethoxy)benzyl]oxy}-5-oxido-1H-imidazo[4,5-c]quinolin e (0.380 g, 0.853 mmol) in lieu of 2-butyl-1-methyl-5-oxido-8-{[6-(4-phenylbutoxy)hexyl]oxy}-1H-imidazo[4,5-c]quinoline. The crude product was purified by column chromatography on silica gel (eluting with 90:10 dichloromethane:methanol) to provide 93.9 mg of 2-butyl-1-methyl-8-{[4-(trifluoromethoxy)benzyl]oxy}-1H-imidazo[4,5-c]quinolin-4-amine as a ... The reactants are C(C)(C)(C)C1=CC(=C(C=N1)C=1N([C@]([C@](N1)(C)C1=CC=C(C=C1)Cl)(C)C1=CC=C(C=C1)Cl)C(=O)N1CCC(CC1)CC(=O)O)OCC ({1-[(4S,5R)-2-(6-tert-butyl-4-ethoxy-pyridin-3-yl)-4,5-bis-(4-chloro-phenyl)-4,5-dimethyl-4,5-dihydro-imidazole-1-carbonyl]-piperidin-4-yl}-acetic acid), FC=1C(=C(N)C=CC1)C (3-fluoro-2-methylaniline). Yields the product C(C)(C)(C)C1=CC(=C(C=N1)C=1N([C@]([C@](N1)(C)C1=CC=C(C=C1)Cl)(C)C1=CC=C(C=C1)Cl)C(=O)N1CCC(CC1)CC(=O)NC1=C(C(=CC=C1)F)C)OCC (2-{1-[(4S,5R)-2-(6-tert-Butyl-4-ethoxy-pyridin-3-yl)-4,5-bis-(4-chloro-phenyl)-4,5-dimethyl-4,5-dihydro-imidazole-1-carbonyl]-piperidin-4-yl}-N-(3-fluoro-2-methyl-phenyl)-acetamide). As a reaction SMILES: [C:1]([C:5]1[N:10]=[CH:9][C:8]([C:11]2[N:12]([C:32]([N:34]3[CH2:39][CH2:38][CH:37]([CH2:40][C:41](O)=[O:42])[CH2:36][CH2:35]3)=[O:33])[C@@:13]([C:25]3[CH:30]=[CH:29][C:28]([Cl:31])=[CH:27][CH:26]=3)([CH3:24])[C@@:14]([C:17]3[CH:22]=[CH:21][C:20]([Cl:23])=[CH:19][CH:18]=3)([CH3:16])[N:15]=2)=[C:7]([O:44][CH2:45][CH3:46])[CH:6]=1)([CH3:4])([CH3:3])[CH3:2].[F:47][C:48]1[C:49]([CH3:55])=[C:50]([CH:52]=[CH:53][CH:54]=1)[NH2:51]>>[C:1]([C:5]1[N:10]=[CH:9][C:8]([C:11]2[N:12]([C:32]([N:34]3[CH2:39][CH2:38][CH:37]([CH2:40][C:41]([NH:51][C:50]4[CH:52]=[CH:53][CH:54]=[C:48]([F:47])[C:49]=4[CH3:55])=[O:42])[CH2:36][CH2:35]3)=[O:33])[C@@:13]([C:25]3[CH:30]=[CH:29][C:28]([Cl:31])=[CH:27][CH:26]=3)([CH3:24])[C@@:14]([C:17]3[CH:18]=[CH:19][C:20]([Cl:23])=[CH:21][CH:22]=3)([CH3:16])[N:15]=2)=[C:7]([O:44][CH2:45][CH3:46])[CH:6]=1)([CH3:2])([CH3:3])[CH3:4]. Procedure: In a manner analogous to the method described in example 163, {1-[(4S,5R)-2-(6-tert-butyl-4-ethoxy-pyridin-3-yl)-4,5-bis-(4-chloro-phenyl)-4,5-dimethyl-4,5-dihydro-imidazole-1-carbonyl]-piperidin-4-yl}-acetic acid was reacted with 3-fluoro-2-methylaniline (Aldrich) to give the title product. LC-MS (ES+) 772 [(M+H)+]. Starting materials: CCO, Cl, NOCC(N)=O, O=C(c1ccccc1)c1cc2ccncc2[nH]1. Product: NC(=O)CON=C(c1ccccc1)c1cc2ccncc2[nH]1. Reaction SMILES: [CH3:25][CH2:26][OH:27].[ClH:1].[NH2:2][O:3][CH2:4][C:5](=[O:6])[NH2:7].[c:8]1([C:14](=[O:15])[c:16]2[cH:17][c:18]3[c:19]([cH:20][n:21][cH:22][cH:23]3)[nH:24]2)[cH:9][cH:10][cH:11][cH:12][cH:13]1>>[N:2]([O:3][CH2:4][C:5](=[O:6])[NH2:7])=[C:14]([c:8]1[cH:9][cH:10][cH:11][cH:12][cH:13]1)[c:16]1[cH:17][c:18]2[c:19]([cH:20][n:21][cH:22][cH:23]2)[nH:24]1. The reactants are ClC1=C(C(=CC=C1)F)NC1=NC=2C=C(C3=C(N=C(O3)C)C2N1)C(=O)OC (methyl 7-[(2-chloro-6-fluorophenyl)amino]-2-methyl-8H-imidazo[4,5-e][1,3]benzoxazole-4-carboxylate), FC1=C(C=C(N)C=C1)C(F)(F)F (4-fluoro-3-trifluoromethyl aniline), C[Al](C)C (trimethyl aluminium). Run in C1(=CC=CC=C1)C (toluene). Yields the product ClC1=C(C(=CC=C1)F)NC=1NC2=C(C=C(C3=C2N=C(O3)C)C(=O)NC3=CC(=C(C=C3)F)C(F)(F)F)N1 (7-((2-Chloro-6-fluorophenyl)amino)-N-(4-fluoro-3-(trifluoromethyl)phenyl)-2-methyl-8H-imidazo[4′,5′:5,6]benzo[1,2-d]oxazole-4-carboxamide). Isolated yield 19.4%. Reaction SMILES: [Cl:1][C:2]1[CH:7]=[CH:6][CH:5]=[C:4]([F:8])[C:3]=1[NH:9][C:10]1[NH:22][C:21]2[C:16]3[N:17]=[C:18]([CH3:20])[O:19][C:15]=3[C:14]([C:23]([O:25]C)=O)=[CH:13][C:12]=2[N:11]=1.[F:27][C:28]1[CH:34]=[CH:33][C:31]([NH2:32])=[CH:30][C:29]=1[C:35]([F:38])([F:37])[F:36].C[Al](C)C>C1(C)C=CC=CC=1>[Cl:1][C:2]1[CH:7]=[CH:6][CH:5]=[C:4]([F:8])[C:3]=1[NH:9][C:10]1[NH:22][C:21]2[C:16]3[N:17]=[C:18]([CH3:20])[O:19][C:15]=3[C:14]([C:23]([NH:32][C:31]3[CH:33]=[CH:34][C:28]([F:27])=[C:29]([C:35]([F:38])([F:36])[F:37])[CH:30]=3)=[O:25])=[CH:13][C:12]=2[N:11]=1. Procedure: Under inert atmosphere to a solution of methyl 7-[(2-chloro-6-fluorophenyl)amino]-2-methyl-8H-imidazo[4,5-e][1,3]benzoxazole-4-carboxylate (Step-3 of Intermediate-56, 0.100 g, 0.297 mmol) in dry toluene was added 4-fluoro-3-trifluoromethyl aniline (0.080 g, 0.446 mmol) and trimethyl aluminium (2.0 M solution in toluene) (0.037 g, 0.516 mmol). The reaction mixture was refluxed for 1 h. The reaction mass was quenched in water and extracted with ethyl acetate. The organic layer was dried over anhyd... The reactants are CN(C)C=O (DMF), C(C)(C)(C)OC(N[C@H](C(C)C)C1=NC2=CC(=CC=C2C(N1)=O)Cl)=O ((R)-[1-(7-chloro-4-oxo-3,4-dihydro-quinazolin-2-yl)-2-methylpropyl]-carbamic acid tert-butyl ester), Formula 202, C(C1=CC=CC=C1)Br (benzyl bromide), hexanes ethyl acetate, C([O-])([O-])=O.[K+].[K+] (potassium carbonate). Run in hexanes, O (water). Conditions: time 8 hour. The product is C(C)(C)(C)OC(N[C@H](C(C)C)C1=NC2=CC(=CC=C2C(N1CC1=CC=CC=C1)=O)Cl)=O ((R)-[1-(3-benzyl-7-chloro-4-oxo-3,4-dihydro-quinazolin-2-yl)-2-methylpropyl]-carbamic acid tert-butyl ester), Formula 107. RXN SMILES: CN(C=O)C.[C:6]([O:10][C:11](=[O:29])[NH:12][C@@H:13]([C:17]1[NH:26][C:25](=[O:27])[C:24]2[C:19](=[CH:20][C:21]([Cl:28])=[CH:22][CH:23]=2)[N:18]=1)[CH:14]([CH3:16])[CH3:15])([CH3:9])([CH3:8])[CH3:7].[CH2:30](Br)[C:31]1[CH:36]=[CH:35][CH:34]=[CH:33][CH:32]=1.C(=O)([O-])[O-].[K+].[K+]>O>[C:6]([O:10][C:11](=[O:29])[NH:12][C@@H:13]([C:17]1[N:26]([CH2:30][C:31]2[CH:36]=[CH:35][CH:34]=[CH:33][CH:32]=2)[C:25](=[O:27])[C:24]2[C:19](=[CH:20][C:21]([Cl:28])=[CH:22][CH:23]=2)[N:18]=1)[CH:14]([CH3:16])[CH3:15])([CH3:8])([CH3:9])[CH3:7] |f:3.4.5|. Reported procedure: A dry 3-necked, round bottomed flask, equipped with a magnetic stirrer and nitrogen inlet, is charged with 50 mL of DMF, 3.50 g (10 mmol) of (R)-[1-(7-chloro-4-oxo-3,4-dihydro-quinazolin-2-yl)-2-methylpropyl]-carbamic acid tert-butyl ester (the compound of Formula 202 prepared, e.g., as described in Example 6.2), 1.34 mL of benzyl bromide (98%), and 3.04 g of potassium carbonate. The mixture is stirred at room temperature overnight. TLC (hexanes/ethyl acetate 7:3) indicates complete reaction. Th... The reactants are O.O.O.O.O.O.O.O.O.[N+](=O)([O-])[O-].[Al+3].[N+](=O)([O-])[O-].[N+](=O)([O-])[O-] (aluminum nitrate nonahydrate), C(C1=CC=CC=C1)(=O)OOC(C1=CC=CC=C1)=O (dibenzoyl peroxide), C=C (ethylene), O.[PH2](=O)[O-].[Na+] (sodium hypophosphite monohydrate), C=C (ethylene), steel. Yields the product C(C)P([O-])(=O)CC.[Al+3].C(C)P([O-])(=O)CC.C(C)P([O-])(=O)CC (Aluminum Diethylphosphinate). Procedure details: 1500 g (14 mol) of sodium hypophosphite monohydrate were dissolved in 7.5 kg of water and used as initial charge in a 16 l jacketed pressure reactor composed of enameled steel. Once the reaction mixture had been heated to 100° C., ethylene was introduced by way of a reducing valve set to 6 bar until saturation had been reached in the reactor. A solution of 49 g (1 mol %) of dibenzoyl peroxide (70% by weight in water) in 300 g of water was uniformly metered in over a period of 6 h with constant s... Solvent: O (water), O (water), O (water). Run at temperature 100 celsius. RXN SMILES: O.[PH2:2]([O-:4])=[O:3].[Na+].[CH2:6]=[CH2:7].[C:8](OOC(=O)[C:19]1[CH:24]=CC=CC=1)(=O)[C:9]1C=CC=CC=1.O.O.O.O.O.O.O.O.O.[N+]([O-])([O-])=O.[Al+3:39].[N+]([O-])([O-])=O.[N+]([O-])([O-])=O>O>[CH2:8]([P:2]([CH2:6][CH3:7])(=[O:4])[O-:3])[CH3:9].[Al+3:39].[CH2:6]([P:2]([CH2:24][CH3:19])(=[O:4])[O-:3])[CH3:7].[CH2:8]([P:2]([CH2:6][CH3:7])(=[O:4])[O-:3])[CH3:9] |f:0.1.2,5.6.7.8.9.10.11.12.13.14.15.16.17,19.20.21.22|.